Dataset: the Open Reaction Database (ORD), a public repository of structured organic reaction records. Task: describe an organic reaction: reactants, conditions, products, and yield Reactants: COc1cccnc1Br, O=[N+]([O-])O, O=S(=O)(O)O. The product is COc1ccc([N+](=O)[O-])nc1Br. As a reaction SMILES: [Br:1][c:2]1[n:3][cH:4][cH:5][cH:6][c:7]1[O:8][CH3:9].[OH:10][N+:11]([O-:12])=[O:13].[S:14](=[O:15])(=[O:16])([OH:17])[OH:18]>>[Br:1][c:2]1[n:3][c:4]([N+:11](=[O:10])[O-:12])[cH:5][cH:6][c:7]1[O:8][CH3:9]. Starting materials: NC1=CC=C2COC(C2=C1)=C1C(NC2=CC=CC=C12)=O (3-(6-Amino-3H-isobenzofuran-1-ylidene)-1,3-dihydro-indol-2-one), C(C)(C)N(C(C)C)CC (N,N-diisopropylethylamine), ClCCC(=O)Cl (3-chloropropionyl chloride), C1CCOC1 (THF). Conditions: time 1 hour. The product is ClC1=C2C(OCC2=CC=C1NC(CC)=O)=C1C(NC2=CC=CC=C12)=O (4-Chloro-N-[3-(2-oxo-1,2-dihydro-indol-3-ylidene)-1,3-dihydro-isobenzofuran-5-yl]-propionamide). Yield: 84.0%. RXN SMILES: [NH2:1][C:2]1[CH:10]=[C:9]2[C:5]([CH2:6][O:7][C:8]2=[C:11]2[C:19]3[C:14](=[CH:15][CH:16]=[CH:17][CH:18]=3)[NH:13][C:12]2=[O:20])=[CH:4][CH:3]=1.C(N(CC)C(C)C)(C)C.[Cl:30]CCC(Cl)=O.[CH2:36]1C[O:39][CH2:38][CH2:37]1>>[Cl:30][C:10]1[C:2]([NH:1][C:38](=[O:39])[CH2:37][CH3:36])=[CH:3][CH:4]=[C:5]2[C:9]=1[C:8](=[C:11]1[C:19]3[C:14](=[CH:15][CH:16]=[CH:17][CH:18]=3)[NH:13][C:12]1=[O:20])[O:7][CH2:6]2. Procedure: To a solution of 3-(6-Amino-3H-isobenzofuran-1-ylidene)-1,3-dihydro-indol-2-one (50.0 mg, 0.189 mmol) and N,N-diisopropylethylamine (98.8 μL, 0.567 mmol) in 2.0 mL THF was added 3-chloropropionyl chloride (21.2 μL, 0.189 mmol). After stirring at room temperature for 1 h, the slurry was filtered and rinsed with MeOH and EtOAc/hexanes (1:1) to afford the title compound (58.8 mg, 84%) as a yellow solid.